Dataset: the Open Reaction Database (ORD), a public repository of structured organic reaction records. Task: describe an organic reaction: reactants, conditions, products, and yield The reactants are CC1=CC(=C(C(=C1)C)N)[N+](=O)[O-] (4,6-Dimethyl-2-nitro-phenylamine), N(=O)[O-].[Na+] (Sodium nitrite). Run in C(C)(=O)O (acetic acid), [OH-].[NH4+] (ammonium hydroxide). Reaction conditions: time 12 hour. The product is CC=1C=C2C=NNC2=C(C1)[N+](=O)[O-] (5-Methyl-7-nitro-1H-indazole). The yield is 8.8%. As a reaction SMILES: [CH3:1][C:2]1[CH:7]=[C:6]([CH3:8])[C:5]([NH2:9])=[C:4]([N+:10]([O-:12])=[O:11])[CH:3]=1.[N:13]([O-])=O.[Na+]>C(O)(=O)C.[OH-].[NH4+]>[CH3:1][C:2]1[CH:7]=[C:6]2[C:5](=[C:4]([N+:10]([O-:12])=[O:11])[CH:3]=1)[NH:9][N:13]=[CH:8]2 |f:1.2,4.5|. Reported procedure: 4,6-Dimethyl-2-nitro-phenylamine (10.6 g, 64.08 mmol) prepared in Step A was dissolved in acetic acid (150 mL). Sodium nitrite (5.3 g, 76.90 mmol) was added in drops thereto, and the mixture was stirred for 12 h. After completion of the reaction, the reaction mixture was diluted with ammonium hydroxide, extracted with dichloromethane, washed with saturated aqueous sodium chloride solution, dried over anhydrous magnesium sulfate, and filtered. The solvent was removed under reduced pressure, and t...